From a dataset of the Open Reaction Database (ORD), a public repository of structured organic reaction records. describe an organic reaction: reactants, conditions, products, and yield As a reaction SMILES: [Cl:20][c:21]1[cH:22][c:23]([CH2:28][C:29](=[O:30])[Cl:31])[cH:24][cH:25][c:26]1[Cl:27].[Cl:3][c:4]1[cH:5][cH:6][c:7]([NH:10][CH:11]2[CH2:12][CH2:13][N:14]([CH:17]([CH3:18])[CH3:19])[CH2:15][CH2:16]2)[cH:8][cH:9]1.[ClH:32].[NH2-:2].[Na+:34].[Na:1].[OH-:33].[OH2:35].[cH:36]1[cH:37][cH:38][cH:39][cH:40][cH:41]1>>[Cl:3][c:4]1[cH:5][cH:6][c:7]([N:10]([CH:11]2[CH2:12][CH2:13][N:14]([CH:17]([CH3:18])[CH3:19])[CH2:15][CH2:16]2)[C:29]([CH2:28][c:23]2[cH:22][c:21]([Cl:20])[c:26]([Cl:27])[cH:25][cH:24]2)=[O:30])[cH:8][cH:9]1. Reactants: O=C(Cl)Cc1ccc(Cl)c(Cl)c1, CC(C)N1CCC(Nc2ccc(Cl)cc2)CC1, Cl, [NH2-], [Na+], [Na], [OH-], O, c1ccccc1. The product is CC(C)N1CCC(N(C(=O)Cc2ccc(Cl)c(Cl)c2)c2ccc(Cl)cc2)CC1. Starting materials: CN(C)C=O, Cl, NO, [Na+], [Na+], O=C([O-])[O-], N#CCSc1nc(NCc2ccc3c(c2)OCO3)cc(-c2ccccc2)n1. Yields the product NC(CSc1nc(NCc2ccc3c(c2)OCO3)cc(-c2ccccc2)n1)=NO. As a reaction SMILES: [CH3:37][N:38]([CH3:39])[CH:40]=[O:41].[ClH:28].[NH2:29][OH:30].[Na+:31].[Na+:32].[O-:33][C:34](=[O:35])[O-:36].[c:1]1(-[c:7]2[n:8][c:9]([S:24][CH2:25][C:26]#[N:27])[n:10][c:11]([NH:13][CH2:14][c:15]3[cH:16][c:17]4[c:21]([cH:22][cH:23]3)[O:20][CH2:19][O:18]4)[cH:12]2)[cH:2][cH:3][cH:4][cH:5][cH:6]1>>[c:1]1(-[c:7]2[n:8][c:9]([S:24][CH2:25][C:26]([NH2:27])=[N:29][OH:30])[n:10][c:11]([NH:13][CH2:14][c:15]3[cH:16][c:17]4[c:21]([cH:22][cH:23]3)[O:20][CH2:19][O:18]4)[cH:12]2)[cH:2][cH:3][cH:4][cH:5][cH:6]1. Solvent: CN(C)C=O (DMF). As a reaction SMILES: I[C:2]1[CH:3]=[C:4]([C:8]2[CH:13]=[CH:12][CH:11]=[CH:10][CH:9]=2)[CH:5]=[CH:6][CH:7]=1.[C:14](=[O:17])([O-])O.[Na+].[CH3:19][CH2:20]OC(C)=O>[Cl-].C([N+](CCCC)(CCCC)CCCC)CCC.CN(C=O)C.C([O-])(=O)C.[Pd+2].C([O-])(=O)C>[C:4]1([C:8]2[CH:13]=[CH:12][CH:11]=[CH:10][CH:9]=2)[CH:5]=[CH:6][CH:7]=[C:2]([CH2:19][CH2:20][CH:14]=[O:17])[CH:3]=1 |f:1.2,4.5,7.8.9|. The reactants are IC=1C=C(C=CC1)C1=CC=CC=C1 (3-iodo-1,1′-biphenyl), alkyl alcohol, C(O)([O-])=O.[Na+] (sodium hydrogencarbonate), CCOC(=O)C (EtOAc). Reported procedure: To a solution of 3-iodo-1,1′-biphenyl (0.964 g, 3.44 mmol) and tetrabutylammonium chloride (0.956 g, 3.44 mmol) in dry DMF (3 mL) was added alkyl alcohol (0.351 mL, 5.16 mmol), sodium hydrogencarbonate (0.723 g, 8.60 mmol), and palladium(II) acetate (31 mg, 0.14 mmol), and the mixture was stirred at room temperature for 18 h. The reaction mixture was then diluted with EtOAc and the solid material filtered off (Celite). The filtrate was washed with water three times, dried (Na2SO4) and concentrat... Reagents/catalysts: [Cl-].C(CCC)[N+](CCCC)(CCCC)CCCC (tetrabutylammonium chloride), C(C)(=O)[O-].[Pd+2].C(C)(=O)[O-] (palladium(II) acetate). Conditions: time 18 hour. Isolated yield 83.0%. Yields the product C1(=CC(=CC=C1)CCC=O)C1=CC=CC=C1 (3-(1,1′-biphenyl-3-yl)propanal). The reactants are C=O (formaldehyde), C(#N)[BH3-].[Na+] (sodium cyanoborohydride), Cl.CN1C2=C(C=3C=C(C=CC13)S(=O)(=O)C1=CC=CC=C1)CCNCC2 (6-Methyl-9-(phenylsulfonyl)-1,2,3,4,5,6-hexahydroazepino[4,5-b]indole hydrochloride). The reagents and catalysts are C(C)(=O)O (acetic acid). Solvent: C(C)#N (acetonitrile), C(C)(=O)OCC (ethyl acetate). Run at time 5 hour. Product: CN1CCC=2N(C=3C=CC(=CC3C2CC1)S(=O)(=O)C1=CC=CC=C1)C (3,6-Dimethyl-9-(phenylsulfonyl)-1,2,3,4,5,6-hexahydroazepino[4,5-b]indole). As a reaction SMILES: Cl.[CH3:2][N:3]1[C:11]2[CH:10]=[CH:9][C:8]([S:12]([C:15]3[CH:20]=[CH:19][CH:18]=[CH:17][CH:16]=3)(=[O:14])=[O:13])=[CH:7][C:6]=2[C:5]2[CH2:21][CH2:22][NH:23][CH2:24][CH2:25][C:4]1=2.C=O.[C:28]([BH3-])#N.[Na+]>C(#N)C.C(O)(=O)C.C(OCC)(=O)C>[CH3:28][N:23]1[CH2:22][CH2:21][C:5]2[C:6]3[CH:7]=[C:8]([S:12]([C:15]4[CH:20]=[CH:19][CH:18]=[CH:17][CH:16]=4)(=[O:13])=[O:14])[CH:9]=[CH:10][C:11]=3[N:3]([CH3:2])[C:4]=2[CH2:25][CH2:24]1 |f:0.1,3.4|. Procedure: A mixture of 6-methyl-9-(phenylsulfonyl)-1,2,3,4,5,6-hexahydroazepino[4,5-b]indole (EXAMPLE 13, 341 mg, 1.00 mmol) in acetonitrile (5 mL) is treated with formaldehyde (37%, 0.400 mL, 5.00 mmol), sodium cyanoborohydride (101 mg, 1.60 mmol) and glacial acetic acid (1 drop). After 5 hr, the mixture is diluted with ethyl acetate and then washed with water and saline. The organic layer is dried, filtered, and concentrated. The concentrate is dissolved in methylene chloride/methanol and treated with m... Starting materials: O=C1N(c2ccc(OC(F)(F)F)cc2)CCC12CCN(S(=O)(=O)c1cccnc1Cl)CC2, [Na+], [OH-]. Yields the product O=C1N(c2ccc(OC(F)(F)F)cc2)CCC12CCN(S(=O)(=O)c1cccnc1O)CC2. RXN SMILES: [Cl:1][c:2]1[n:3][cH:4][cH:5][cH:6][c:7]1[S:8](=[O:9])(=[O:10])[N:11]1[CH2:12][CH2:13][C:14]2([CH2:15][CH2:16][N:17]([c:20]3[cH:21][cH:22][c:23]([O:26][C:27]([F:28])([F:29])[F:30])[cH:24][cH:25]3)[C:18]2=[O:19])[CH2:31][CH2:32]1.[Na+:34].[OH-:33]>>[c:2]1([OH:33])[n:3][cH:4][cH:5][cH:6][c:7]1[S:8](=[O:9])(=[O:10])[N:11]1[CH2:12][CH2:13][C:14]2([CH2:15][CH2:16][N:17]([c:20]3[cH:21][cH:22][c:23]([O:26][C:27]([F:28])([F:29])[F:30])[cH:24][cH:25]3)[C:18]2=[O:19])[CH2:31][CH2:32]1. Reactants: NC1=NC(=C(C(=N1)S(=O)C)C#N)N1N=CC=C1 (2-amino-4-methanesulfinyl-6-pyrazol-1-yl-pyrimidine-5-carbonitrile), CC=1C(=NC=CC1)CO (3-methyl-2-pyridinemethanol), C1CCC2=NCCCN2CC1 (DBU). The solvent is COCCOC (DME). The product is NC1=NC(=C(C(=N1)OCC1=NC=CC=C1C)C#N)N1N=CC=C1 (2-Amino-4-(3-methyl-pyridin-2-ylmethoxy)-6-pyrazol-1-yl-pyrimidine-5-carbonitrile). As a reaction SMILES: [NH2:1][C:2]1[N:7]=[C:6](S(C)=O)[C:5]([C:11]#[N:12])=[C:4]([N:13]2[CH:17]=[CH:16][CH:15]=[N:14]2)[N:3]=1.[CH3:18][C:19]1[C:20]([CH2:25][OH:26])=[N:21][CH:22]=[CH:23][CH:24]=1.C1CCN2C(=NCCC2)CC1>COCCOC>[NH2:1][C:2]1[N:7]=[C:6]([O:26][CH2:25][C:20]2[C:19]([CH3:18])=[CH:24][CH:23]=[CH:22][N:21]=2)[C:5]([C:11]#[N:12])=[C:4]([N:13]2[CH:17]=[CH:16][CH:15]=[N:14]2)[N:3]=1. Procedure details: From 2-amino-4-methanesulfinyl-6-pyrazol-1-yl-pyrimidine-5-carbonitrile, 3-methyl-2-pyridinemethanol and DBU in DME. ES-MS m/e (%): 308 (M+H+, 100). Reactants: C1(=CC=CC=C1)C (toluene), Cl (hydrochloric acid), COC12C(CC(C(C=C1)CC2)=O)=O (1-methoxybicyclo[3.2.2]non-6-en-2,4-dione), C(C)(=O)[O-].C(C)(=O)[O-].C(C)(=O)[O-].ClC1=CC=C(C=2C=CC(=C(C2)[Pb+3])C)C=C1 (4′-chloro-4-methylbiphen-3-yl-lead triacetate). Reagents/catalysts: CN(C1=CC=NC=C1)C (4-Dimethylaminopyridine). The solvent is C(Cl)(Cl)Cl (chloroform). Conditions: temperature 80 celsius, time 10 minute. The product is ClC1=CC=C(C=2C=CC(=C(C2)C2C(C3(C=CC(C2=O)CC3)OC)=O)CC)C=C1 (3-(4′-chloro-4-ethylbiphen-3-yl)-1-methoxybicyclo[3.2.2]non-6-ene-2,4-dione). Reaction SMILES: [CH3:1][O:2][C:3]12[CH2:11][CH2:10][CH:7]([CH:8]=[CH:9]1)[C:6](=[O:12])[CH2:5][C:4]2=[O:13].[C:14]1(C)C=CC=CC=1.C([O-])(=O)C.C([O-])(=O)C.C([O-])(=O)C.[Cl:33][C:34]1[CH:47]=[CH:46][C:37]([C:38]2[CH:39]=[CH:40][C:41]([CH3:45])=[C:42]([Pb+3])[CH:43]=2)=[CH:36][CH:35]=1.Cl>C(Cl)(Cl)Cl.CN(C)C1C=CN=CC=1>[Cl:33][C:34]1[CH:47]=[CH:46][C:37]([C:38]2[CH:39]=[CH:40][C:41]([CH2:45][CH3:14])=[C:42]([CH:5]3[C:6](=[O:12])[CH:7]4[CH2:10][CH2:11][C:3]([O:2][CH3:1])([CH:9]=[CH:8]4)[C:4]3=[O:13])[CH:43]=2)=[CH:36][CH:35]=1 |f:2.3.4.5|. Procedure details: 1-methoxybicyclo[3.2.2]non-6-en-2,4-dione (0.080 g, 0.044 mmol) stirred in dry chloroform (4 ml) under a nitrogen atmosphere. 4-Dimethylaminopyridine (0.268 g, 2.2 mmol) is added, followed by dry toluene (1 ml) and the mixture is heated to 80° C. To this reaction mixture is then added 4′-chloro-4-methylbiphen-3-yl-lead triacetate (0.400 g, 0.67 mmol) portionwise, over 4 minutes, and the mixture is held at 80° C. for 3¼ hour. The reaction mixture is cooled to room temperature, acidified with dilu... Starting materials: C(C)(C)(C)OC(=O)N1CC2(C1)CN(CC2=NOC)CC2=CC=CC=C2 (t-butyl-6-benzyl-8-(methoxyimino)-2,6-diazaspiro[3,4]octane-2-carboxylate), [H][H] (hydrogen). Reagents/catalysts: [Pd] (Pd-C). Solvent: CO (methanol). Yields the product C(C)(C)(C)OC(=O)N1CC2(C1)CNCC2=NOC (t-butyl-8-(methoxyimino)-2,6-diazaspiro[3,4]octane-2-carboxylate). Yield: 44.0%. Reaction SMILES: [C:1]([O:5][C:6]([N:8]1[CH2:11][C:10]2([C:15](=[N:16][O:17][CH3:18])[CH2:14][N:13](CC3C=CC=CC=3)[CH2:12]2)[CH2:9]1)=[O:7])([CH3:4])([CH3:3])[CH3:2].[H][H]>CO.[Pd]>[C:1]([O:5][C:6]([N:8]1[CH2:11][C:10]2([C:15](=[N:16][O:17][CH3:18])[CH2:14][NH:13][CH2:12]2)[CH2:9]1)=[O:7])([CH3:4])([CH3:3])[CH3:2]. Reported procedure: 4.0 g of t-butyl-6-benzyl-8-(methoxyimino)-2,6-diazaspiro[3,4]octane-2-carboxylate was dissolved in 40 ml of methanol and thereto 4.0 g of 10% Pd-C was added. The resulting mixture was stirred for 2 hours under the pressure of hydrogen at 5° C. filtered and concentrated under the reduce pressure to give 1.3 g of the titled compound(yield: 87.9%).